Dataset: the Open Reaction Database (ORD), a public repository of structured organic reaction records. Task: describe an organic reaction: reactants, conditions, products, and yield Reactants: Cl, C1COCCO1, C=CC1CC1(NC(=O)C1CC(SC(C)C)(c2ccc(-c3ccccc3)cc2)CN1C(=O)C(NC(=O)OC(C)(C)C)C(C)(C)C)C(=O)NS(=O)(=O)C1CC1. Product: Cl, C=CC1CC1(NC(=O)C1CC(SC(C)C)(c2ccc(-c3ccccc3)cc2)CN1C(=O)C(N)C(C)(C)C)C(=O)NS(=O)(=O)C1CC1. As a reaction SMILES: [ClH:1].[O:2]1[CH2:3][CH2:4][O:5][CH2:6][CH2:7]1.[c:8]1(-[c:55]2[cH:56][cH:57][cH:58][cH:59][cH:60]2)[cH:9][cH:10][c:11]([C:14]2([S:51][CH:52]([CH3:53])[CH3:54])[CH2:15][CH:16]([C:34]([NH:35][C:36]3([C:41]([NH:42][S:43](=[O:44])(=[O:45])[CH:46]4[CH2:47][CH2:48]4)=[O:49])[CH:37]([CH:39]=[CH2:40])[CH2:38]3)=[O:50])[N:17]([C:19]([CH:20]([C:21]([CH3:22])([CH3:23])[CH3:24])[NH:25][C:26](=[O:27])[O:28][C:29]([CH3:30])([CH3:31])[CH3:32])=[O:33])[CH2:18]2)[cH:12][cH:13]1>>[ClH:1].[c:8]1(-[c:55]2[cH:56][cH:57][cH:58][cH:59][cH:60]2)[cH:9][cH:10][c:11]([C:14]2([S:51][CH:52]([CH3:53])[CH3:54])[CH2:15][CH:16]([C:34]([NH:35][C:36]3([C:41]([NH:42][S:43](=[O:44])(=[O:45])[CH:46]4[CH2:47][CH2:48]4)=[O:49])[CH:37]([CH:39]=[CH2:40])[CH2:38]3)=[O:50])[N:17]([C:19]([CH:20]([C:21]([CH3:22])([CH3:23])[CH3:24])[NH2:25])=[O:33])[CH2:18]2)[cH:12][cH:13]1. Starting materials: O=C(Nc1ccc(OCc2ccccc2)cn1)C(CC1CCCC1)c1ccc(Cl)c(Cl)c1, CO. Yields the product O=C(Nc1ccc(O)cn1)C(CC1CCCC1)c1ccc(Cl)c(Cl)c1. Reaction SMILES: [CH2:1]([c:2]1[cH:3][cH:4][cH:5][cH:6][cH:7]1)[O:8][c:9]1[cH:10][cH:11][c:12]([NH:15][C:16]([CH:17]([CH2:18][CH:19]2[CH2:20][CH2:21][CH2:22][CH2:23]2)[c:24]2[cH:25][c:26]([Cl:31])[c:27]([Cl:30])[cH:28][cH:29]2)=[O:32])[n:13][cH:14]1.[CH3:33][OH:34]>>[OH:8][c:9]1[cH:10][cH:11][c:12]([NH:15][C:16]([CH:17]([CH2:18][CH:19]2[CH2:20][CH2:21][CH2:22][CH2:23]2)[c:24]2[cH:25][c:26]([Cl:31])[c:27]([Cl:30])[cH:28][cH:29]2)=[O:32])[n:13][cH:14]1.